This data is from the Open Reaction Database (ORD), a public repository of structured organic reaction records. The task is: describe an organic reaction: reactants, conditions, products, and yield Starting materials: NC=1C=CC2=C(N=C(O2)C)C1 (5-Amino-2-methylbenzoxazole), COC1OC(CC1)OC (2,5-dimethoxytetrahydrofuran), C(C)(=O)O (acetic acid). The solvent is C(Cl)Cl (methylene chloride). Yields the product N1(C=CC=C1)C=1C=CC2=C(N=C(O2)C)C1 (5-(pyrrol-1-yl)-2-methylbenzoxazole). Isolated yield 40.0%. RXN SMILES: [NH2:1][C:2]1[CH:3]=[CH:4][C:5]2[O:9][C:8]([CH3:10])=[N:7][C:6]=2[CH:11]=1.CO[CH:14]1[CH2:18][CH2:17][CH:16](OC)O1.C(O)(=O)C>C(Cl)Cl>[N:1]1([C:2]2[CH:3]=[CH:4][C:5]3[O:9][C:8]([CH3:10])=[N:7][C:6]=3[CH:11]=2)[CH:14]=[CH:18][CH:17]=[CH:16]1. Reported procedure: 5-Amino-2-methylbenzoxazole (30.0 g, 0,203 mol) and 2,5-dimethoxytetrahydrofuran (30.0 g, 0.227 mol) were combined with 90 mL of acetic acid and the solution was heated at reflux for 1 hr. The mixture was evaporated to a red slurry and mixed with hexane to give a dark solid. The solid was dissolved in methylene chloride and extracted with basic water. The organic phase was removed, dried, and evaporated to a brown solid. Recrystallization from hexane/heptane afforded 18 g (45% yield) of product,... The reactants are C(C1=CC=CC=C1)N1C(=CC(=C1)NS(=O)(=O)C=1SC=CC1)C(=O)OCC (ethyl 1-benzyl-4-[(2-thienylsulfonyl)amino]-1H-pyrrole-2-carboxylate), O (Water), [H-].[Na+] (sodium hydride), CI (Methyl iodide). The solvent is CN(C=O)C (N,N-dimethylformamide). Reaction conditions: time 30 minute. The product is C(C1=CC=CC=C1)N1C=C(C=C1C=O)N(S(=O)(=O)C=1SC=CC1)C (N-(1-benzyl-5-formyl-1H-pyrrol-3-yl)-N-methylthiophene-2-sulfonamide). Isolated yield 57.0%. RXN SMILES: [CH2:1]([N:8]1[CH:12]=[C:11]([NH:13][S:14]([C:17]2[S:18][CH:19]=[CH:20][CH:21]=2)(=[O:16])=[O:15])[CH:10]=[C:9]1[C:22]([O:24]CC)=O)[C:2]1[CH:7]=[CH:6][CH:5]=[CH:4][CH:3]=1.[H-].[Na+].[CH3:29]I.O>CN(C)C=O>[CH2:1]([N:8]1[C:9]([CH:22]=[O:24])=[CH:10][C:11]([N:13]([CH3:29])[S:14]([C:17]2[S:18][CH:19]=[CH:20][CH:21]=2)(=[O:16])=[O:15])=[CH:12]1)[C:2]1[CH:7]=[CH:6][CH:5]=[CH:4][CH:3]=1 |f:1.2|. Procedure: To a solution of ethyl 1-benzyl-4-[(2-thienylsulfonyl)amino]-1H-pyrrole-2-carboxylate (19.5 g) in N,N-dimethylformamide (100 mL) was slowly added sodium hydride (60%, oily, 2.2 g) at 0° C., and the mixture was stirred at room temperature for 30 min. Methyl iodide (3.4 mL) was added to the reaction mixture, and the mixture was stirred at room temperature for 1 hr. Water was added to the reaction mixture, and the mixture was extracted with ethyl acetate. The ethyl acetate layer was washed with sat... The reactants are [BH4-].[Na+] (Sodium borohydride), CO (methanol), C(C)(C)(C)C1=NN=C(S1)N1C(C(=C(C1=O)C)C)=O (N-(5-tert-butyl-1,3,4-thiadiazol-2-yl)-2,3-dimethylmaleinimide). Run in C(C)(=O)O (acetic acid). Reaction conditions: time 3 hour. The product is C(C)(C)(C)C1=NN=C(S1)N1C(C(=C(C1=O)C)C)O (N-(5-tert-butyl-1,3,4-thiadiazol-2-yl)-3,4-dimethyl-2-hydroxy-5-oxo-2,5-dihydropyrrole). The yield is 77.3%. As a reaction SMILES: [BH4-].[Na+].CO.[C:5]([C:9]1[S:13][C:12]([N:14]2[C:18](=[O:19])[C:17]([CH3:20])=[C:16]([CH3:21])[C:15]2=[O:22])=[N:11][N:10]=1)([CH3:8])([CH3:7])[CH3:6]>C(O)(=O)C>[C:5]([C:9]1[S:13][C:12]([N:14]2[C:15](=[O:22])[C:16]([CH3:21])=[C:17]([CH3:20])[CH:18]2[OH:19])=[N:11][N:10]=1)([CH3:8])([CH3:6])[CH3:7] |f:0.1|. Procedure details: Sodium borohydride (0.07 g) was added at room temperature to a methanol solution (100 ml) of N-(5-tert-butyl-1,3,4-thiadiazol-2-yl)-2,3-dimethylmaleinimide (0.95 g), and the mixture was stirred for 3 hours. After the reaction, glacial acetic acid (0.5 ml) was added and the solvent was evaporated under reduced pressure. Water (30 ml) was added to the residue, and potassium carbonate was added to make the mixture alkaline. It was extracted with dichloromethane (50 ml×2). The extractants were dried... The reactants are [Cl-].O[NH3+] (hydroxylammonium chloride), C(O)([O-])=O.[Na+] (sodium hydrogen carbonate), CS(=O)C (dimethyl sulfoxide), C(CCC)C=1N=C(N(C(C1CC1=CC=C(C=C1)C=1C(=CC=CC1)C#N)=O)CC1=CSC2=C1C=C(C=C2)Cl)C (4′-({4-butyl-1-[(5-chloro-1-benzothien-3-yl)methyl]-2-methyl-6-oxo-1,6-dihydropyrimidin-5-yl}methyl)biphenyl-2-carbonitrile). Solvent: C(C)(=O)OCC (ethyl acetate). Conditions: temperature 40 celsius, time 30 minute. The product is C(CCC)C1=C(C(N(C(=N1)C)CC1=CSC2=C1C=C(C=C2)Cl)=O)CC2=CC=C(C=C2)C2=C(C=CC=C2)C2=NOC(N2)=O (6-butyl-3-[(5-chloro-1-benzothien-3-yl)methyl]-2-methyl-5-{[2′-(5-oxo-4,5-dihydro-1,2,4-oxadiazol-3-yl)biphenyl-4-yl]methyl}pyrimidin-4(3H)-one). Isolated yield 63.7%. As a reaction SMILES: [Cl-].O[NH3+:3].[C:4](=[O:7])([O-])[OH:5].[Na+].CS(C)=O.[CH2:13]([C:17]1[N:18]=[C:19]([CH3:50])[N:20]([CH2:39][C:40]2[C:44]3[CH:45]=[C:46]([Cl:49])[CH:47]=[CH:48][C:43]=3[S:42][CH:41]=2)[C:21](=[O:38])[C:22]=1[CH2:23][C:24]1[CH:29]=[CH:28][C:27]([C:30]2[C:31]([C:36]#[N:37])=[CH:32][CH:33]=[CH:34][CH:35]=2)=[CH:26][CH:25]=1)[CH2:14][CH2:15][CH3:16]>C(OCC)(=O)C>[CH2:13]([C:17]1[N:18]=[C:19]([CH3:50])[N:20]([CH2:39][C:40]2[C:44]3[CH:45]=[C:46]([Cl:49])[CH:47]=[CH:48][C:43]=3[S:42][CH:41]=2)[C:21](=[O:38])[C:22]=1[CH2:23][C:24]1[CH:25]=[CH:26][C:27]([C:30]2[CH:35]=[CH:34][CH:33]=[CH:32][C:31]=2[C:36]2[NH:3][C:4](=[O:7])[O:5][N:37]=2)=[CH:28][CH:29]=1)[CH2:14][CH2:15][CH3:16] |f:0.1,2.3|. Reported procedure: A mixture of hydroxylammonium chloride (1.62 g), sodium hydrogen carbonate (2.6 g) and dimethyl sulfoxide (15 mL) was stirred at 40° C. for 30 min, 4′-({4-butyl-1-[(5-chloro-1-benzothien-3-yl)methyl]-2-methyl-6-oxo-1,6-dihydropyrimidin-5-yl}methyl)biphenyl-2-carbonitrile (0.82 g) was added, and the mixture was stirred at 90° C. for 16 hr. The reaction mixture was diluted with ethyl acetate, washed with water and then with saturated brine, and dried over anhydrous magnesium sulfate. The solvent w... Reactants: C(CCC)OC1=CC=C2C=3C=CC(=C(C3CC2=C1F)F)O (7-butoxy-1,8-difluorofluoren-2-ol), BrCCC (1-bromopropane), C([O-])([O-])=O.[K+].[K+] (potassium carbonate). Solvent: CC(=O)C (acetone). The product is C(CCC)OC1=C(C=2CC3=C(C(=CC=C3C2C=C1)OCCC)F)F (2-butoxy-1,8-difluoro-7-propyloxyfluorene). RXN SMILES: [CH2:1]([O:5][C:6]1[C:18]([F:19])=[C:17]2[C:9]([C:10]3[CH:11]=[CH:12][C:13]([OH:21])=[C:14]([F:20])[C:15]=3[CH2:16]2)=[CH:8][CH:7]=1)[CH2:2][CH2:3][CH3:4].Br[CH2:23][CH2:24][CH3:25].C(=O)([O-])[O-].[K+].[K+]>CC(C)=O>[CH2:1]([O:5][C:6]1[CH:7]=[CH:8][C:9]2[C:10]3[C:15](=[C:14]([F:20])[C:13]([O:21][CH2:23][CH2:24][CH3:25])=[CH:12][CH:11]=3)[CH2:16][C:17]=2[C:18]=1[F:19])[CH2:2][CH2:3][CH3:4] |f:2.3.4|. Procedure: The etherification of 9 mmol of 7-butoxy-1,8-difluorofluoren-2-ol with 12 mmol of 1-bromopropane and 27 mmol of potassium carbonate in 50 ml of acetone is effected in a similar manner to the procedure described in Example 1. Purification of the crude product by chromatography on silica gel (dichloromethane/heptane) and recrystallization from heptane provides 2-butoxy-1,8-difluoro-7-propyloxyfluorene. Starting materials: [Ag+], CCOC(=O)C1=C(c2ccccc2)c2ccc(OC)cc2C1Br, CCO, O=[N+]([O-])[O-]. The product is CCOC(=O)C1=C(c2ccccc2)c2ccc(OC)cc2C1OCC. As a reaction SMILES: [Ag+:31].[CH2:1]([CH3:2])[O:3][C:4](=[O:5])[C:6]1=[C:14]([c:15]2[cH:16][cH:17][cH:18][cH:19][cH:20]2)[c:13]2[c:8]([cH:9][c:10]([O:21][CH3:22])[cH:11][cH:12]2)[CH:7]1[Br:23].[CH3:24][CH2:25][OH:26].[N+:27]([O-:28])([O-:29])=[O:30]>>[CH2:1]([CH3:2])[O:3][C:4](=[O:5])[C:6]1=[C:14]([c:15]2[cH:16][cH:17][cH:18][cH:19][cH:20]2)[c:13]2[c:8]([cH:9][c:10]([O:21][CH3:22])[cH:11][cH:12]2)[CH:7]1[O:26][CH2:25][CH3:24].